From a dataset of the Open Reaction Database (ORD), a public repository of structured organic reaction records. describe an organic reaction: reactants, conditions, products, and yield Reactants: C([O-])([O-])=O.[K+].[K+] (potassium carbonate), N1CCCCC1 (piperidine), ClCC(=O)Cl (chloroacetyl chloride). The solvent is C1CCOC1 (THF), O (water). The product is ClCC(=O)N1CCCCC1 (N-(2-Chloro-acetyl)-piperidine). The yield is 102.1%. RXN SMILES: [Cl:1][CH2:2][C:3](Cl)=[O:4].C(=O)([O-])[O-].[K+].[K+].[NH:12]1[CH2:17][CH2:16][CH2:15][CH2:14][CH2:13]1>C1COCC1.O>[Cl:1][CH2:2][C:3]([N:12]1[CH2:17][CH2:16][CH2:15][CH2:14][CH2:13]1)=[O:4] |f:1.2.3|. Procedure details: Add chloroacetyl chloride (1.242 g, 11.0 mmol) to a mixture of potassium carbonate (2.073 g, 15 mmol) and piperidine (852 mg, 10 mmol) in THF (50 mL) at 0° C. Stir the reaction for 12 h and gradually raise to room temperature. Dilute with water, extract with EtOAc three times. Combine the organic extracts and wash sequentially with saturated aqueous NaHCO3, 0.1N aqueous HCl and brine. Dry over Na2SO4, filter and concentrate to give the title compound (1.65 g, 100%). Reactants: NCC1=CC=2CC3=C(NC(C=4N3C=CN4)=O)C2C=C1 (8-aminomethyl-5H,10H-imidazo[1,2-a]indeno[1,2-e]pyrazin-4-one), [N+](=O)([O-])C1=CC=C(C=C1)N(C([O-])=O)C (4-nitrophenyl-N-methylcarbamate). Solvent: CN(C=O)C (dimethylformamide). Procedure: A mixture of 1 g of 8-aminomethyl-5H,10H-imidazo[1,2-a]indeno[1,2-e]pyrazin-4-one and 1.8 g of 4-nitrophenyl-N-methylcarbamate in 40 ml of dimethylformamide is stirred for 18 hours at a temperature in the region of 20° C. The reaction mixture is filtered and washed with 5 ml of dimethylformamide. The solid is taken up in 25 ml of dimethylformamide and the suspension is heated at 100° C. for 30 minutes. The insoluble material is filtered and washed with 5 ml of dimethylformamide and then with 20 ... Isolated yield 97.9%. The product is CNC(NCC1=CC=2CC3=C(NC(C=4N3C=CN4)=O)C2C=C1)=O (8-(3-methylureido)methyl-5H,10H-imidazo[1,2-a]indeno[1,2-e]pyrazin-4-one). Conditions: temperature 20 celsius, time 18 hour. As a reaction SMILES: [NH2:1][CH2:2][C:3]1[CH:19]=[CH:18][C:17]2[C:8]3[NH:9][C:10](=[O:16])[C:11]4[N:12]([CH:13]=[CH:14][N:15]=4)[C:7]=3[CH2:6][C:5]=2[CH:4]=1.[N+](C1C=C[C:26]([N:29](C)[C:30](=O)[O-:31])=CC=1)([O-])=O>CN(C)C=O>[CH3:26][NH:29][C:30](=[O:31])[NH:1][CH2:2][C:3]1[CH:19]=[CH:18][C:17]2[C:8]3[NH:9][C:10](=[O:16])[C:11]4[N:12]([CH:13]=[CH:14][N:15]=4)[C:7]=3[CH2:6][C:5]=2[CH:4]=1. Reactants: C1(CCCCC1)O (cyclohexanol), [H-].[Na+] (sodium hydride), BrC1=C(C#N)C(=CC=C1)F (2-bromo-6-fluorobenzonitrile). Solvent: C(C)(=O)OCC (ethyl acetate), CN(C=O)C (N,N-dimethylformamide). Run at time 30 minute. Yields the product BrC1=C(C#N)C(=CC=C1)OC1CCCCC1 (2-bromo-6-(cyclohexyloxy)benzonitrile). RXN SMILES: [CH:1]1([OH:7])[CH2:6][CH2:5][CH2:4][CH2:3][CH2:2]1.[H-].[Na+].[Br:10][C:11]1[CH:18]=[CH:17][CH:16]=[C:15](F)[C:12]=1[C:13]#[N:14]>CN(C)C=O.C(OCC)(=O)C>[Br:10][C:11]1[CH:18]=[CH:17][CH:16]=[C:15]([O:7][CH:1]2[CH2:6][CH2:5][CH2:4][CH2:3][CH2:2]2)[C:12]=1[C:13]#[N:14] |f:1.2|. Reported procedure: To a solution of cyclohexanol (0.275 g) in N,N-dimethylformamide (5 mL) was added sodium hydride (60%, 0.069 g). After 30 minutes, 2-bromo-6-fluorobenzonitrile (0.500 g) was added and the reaction stirred at room temperature for 2 hours. The reaction mixture was diluted with ethyl acetate (25 mL), washed with water (20 mL) and brine (20 mL), dried over magnesium sulfate, filtered, and concentrated. Silica gel chromatography eluting with a gradient of 3% to 10% ethyl acetate/hexanes provided the ... Reactants: C(#N)C1=CC=2C3=C(N(C2C=N1)COCC[Si](C)(C)C)N=CC=C3N3C[C@H](CC3)N(C(OC(C)(C)C)=O)CC ((S)-tert-butyl 1-(6-cyano-9-((2-(trimethylsilyl)ethoxy)methyl)-9H-dipyrido[2,3-b;4′,3′-d]pyrrol-4-yl)pyrrolidin-3-yl(ethyl)carbamate), ClN1C(CCC1=O)=O (N-chlorosuccinimide). Run in C(C)#N (acetonitrile), C(C)(C)O (isopropyl alcohol). Conditions: temperature 35 celsius, time 5 hour. Yields the product ClC1=C(C2=C(N(C3=C2C=C(N=C3)C#N)COCC[Si](C)(C)C)N=C1)N1C[C@H](CC1)N(C(OC(C)(C)C)=O)CC ((S)-tert-butyl 1-(3-chloro-6-cyano-9-((2-(trimethylsilyl)ethoxy)methyl)-9H-dipyrido[2,3-b;4′,3′-d]pyrrol-4-yl)pyrrolidin-3-yl(ethyl)carbamate). Reaction SMILES: [C:1]([C:3]1[N:11]=[CH:10][C:9]2[N:8]([CH2:12][O:13][CH2:14][CH2:15][Si:16]([CH3:19])([CH3:18])[CH3:17])[C:7]3[N:20]=[CH:21][CH:22]=[C:23]([N:24]4[CH2:28][CH2:27][C@H:26]([N:29]([CH2:37][CH3:38])[C:30](=[O:36])[O:31][C:32]([CH3:35])([CH3:34])[CH3:33])[CH2:25]4)[C:6]=3[C:5]=2[CH:4]=1)#[N:2].[Cl:39]N1C(=O)CCC1=O>C(#N)C.C(O)(C)C>[Cl:39][C:22]1[CH:21]=[N:20][C:7]2[N:8]([CH2:12][O:13][CH2:14][CH2:15][Si:16]([CH3:18])([CH3:19])[CH3:17])[C:9]3[CH:10]=[N:11][C:3]([C:1]#[N:2])=[CH:4][C:5]=3[C:6]=2[C:23]=1[N:24]1[CH2:28][CH2:27][C@H:26]([N:29]([CH2:37][CH3:38])[C:30](=[O:36])[O:31][C:32]([CH3:33])([CH3:34])[CH3:35])[CH2:25]1. Reported procedure: A mixture of (S)-tert-butyl 1-(6-cyano-9-((2-(trimethylsilyl)ethoxy)methyl)-9H-dipyrido[2,3-b;4′,3′-d]pyrrol-4-yl)pyrrolidin-3-yl(ethyl)carbamate (100 mg, 0.2 mmol) and N-chlorosuccinimide (75 mg, 0.56 mmol) in acetonitrile (0.75 mL) and isopropyl alcohol (0.2 mL) was stirred at 35° C. for 5 hours. The cooled reaction mixture was quenched with saturated aqueous sodium thiosulfate, diluted with ethyl acetate (50 mL), and washed with water (20 mL). The organic layer was separated, dried over sodiu... The reactants are BrC1=C(OCC(=O)N(NC(C2=CC=CC=C2)=O)C(C)C)C=CC(=C1)F (benzoic acid N′-[2-(2-bromo-4-fluoro-phenoxy)-acetyl]-N′-isopropyl-hydrazide), C(=O)([O-])[O-].[Na+].[Na+] (Na2CO3), FC1=C(C=CC=C1)B(O)O (2-fluorophenylboronic acid), Pd[PPh3]4. Run in COCCOC (DME). Yields the product FC=1C=CC(=C(C1)C1=C(C=CC=C1)F)OCC(=O)N(NC(C1=CC=CC=C1)=O)C(C)C (benzoic acid N′-[2-(5,2′-difluoro-biphenyl-2-yloxy)-acetyl]-N′-isopropyl-hydrazide). Isolated yield 57.9%. RXN SMILES: Br[C:2]1[CH:24]=[C:23]([F:25])[CH:22]=[CH:21][C:3]=1[O:4][CH2:5][C:6]([N:8]([CH:18]([CH3:20])[CH3:19])[NH:9][C:10](=[O:17])[C:11]1[CH:16]=[CH:15][CH:14]=[CH:13][CH:12]=1)=[O:7].C([O-])([O-])=O.[Na+].[Na+].[F:32][C:33]1[CH:38]=[CH:37][CH:36]=[CH:35][C:34]=1B(O)O>COCCOC>[F:25][C:23]1[CH:22]=[CH:21][C:3]([O:4][CH2:5][C:6]([N:8]([CH:18]([CH3:20])[CH3:19])[NH:9][C:10](=[O:17])[C:11]2[CH:16]=[CH:15][CH:14]=[CH:13][CH:12]=2)=[O:7])=[C:2]([C:34]2[CH:35]=[CH:36][CH:37]=[CH:38][C:33]=2[F:32])[CH:24]=1 |f:1.2.3|. Procedure details: A solution of benzoic acid N′-[2-(2-bromo-4-fluoro-phenoxy)-acetyl]-N′-isopropyl-hydrazide (50 mg, 0.122 mmol) in DME (3 mL)/2M Na2CO3 (0.215 ml, 0.427 mmol) was treated with 2-fluorophenylboronic acid (26 mg, 0.183 mmol) and Pd[PPh3]4 (28 mg, 0.0244 mmol) for 12 hours at 90° C. The reaction mixture was partitioned between water and ethyl acetate. The organic layer was washed with brine, dried over sodium sulfate, filtered, and concentrated. The crude was absorbed on silica and purified on a sil... Reactants: CCOC(=O)C(=O)OCC, CC[O-], CC(=O)O, CCOCC, CCO, Cc1cc(Cl)ncc1[N+](=O)[O-], [K+], O. Product: CCOC(=O)C(=O)Cc1cc(Cl)ncc1[N+](=O)[O-]. As a reaction SMILES: [C:5]([C:6]([O:8][CH2:7][CH3:9])=[O:10])(=[O:11])[O:12][CH2:13][CH3:14].[CH3:1][CH2:2][O-:3].[CH3:26][C:27](=[O:28])[OH:29].[CH3:30][CH2:31][O:32][CH2:33][CH3:34].[CH3:35][CH2:36][OH:37].[Cl:15][c:16]1[n:17][cH:18][c:19]([N+:23](=[O:24])[O-:25])[c:20]([CH3:22])[cH:21]1.[K+:4].[OH2:38]>>[C:5]([C:6](=[O:8])[CH2:22][c:20]1[c:19]([N+:23](=[O:24])[O-:25])[cH:18][n:17][c:16]([Cl:15])[cH:21]1)(=[O:11])[O:12][CH2:13][CH3:14]. Reactants: N,N'-carbonyldiimidazole, O1CCCC1 (tetrahydrofuran), NC1=C(C=CC(=C1N)OC)CCN(CCC)CCC (N-[2-(2,3-diamino-4-methoxyphenyl)ethyl]-N,N-dipropylamine). Yields the product COC1=CC=C(C2=C1NC(N2)=O)CCN(CCC)CCC (7-methoxy-4-[2-(N,N-dipropylamino)ethyl]-2,3-dihydro-2-benzimidazolone). RXN SMILES: [NH2:1][C:2]1[C:7]([NH2:8])=[C:6]([O:9][CH3:10])[CH:5]=[CH:4][C:3]=1[CH2:11][CH2:12][N:13]([CH2:17][CH2:18][CH3:19])[CH2:14][CH2:15][CH3:16].[O:20]1CCC[CH2:21]1>>[CH3:10][O:9][C:6]1[C:7]2[NH:8][C:21](=[O:20])[NH:1][C:2]=2[C:3]([CH2:11][CH2:12][N:13]([CH2:17][CH2:18][CH3:19])[CH2:14][CH2:15][CH3:16])=[CH:4][CH:5]=1. Reported procedure: 530 mg of N-[2-(2,3-diamino-4-methoxyphenyl)ethyl]-N,N-dipropylamine is heated under reflux for one hour with 30 ml of tetrahydrofuran and 500 mg of N,N'-carbonyldiimidazole. After concentration, the residue is combined with methanol and water, again concentrated, and dried over phosphorus pentoxide, yielding 530 mg of 7-methoxy-4-[2-(N,N-dipropylamino)ethyl]-2,3-dihydro-2-benzimidazolone, mp 35° C. Starting materials: N[C@H](C(=O)O)CCCCNC(=O)OCC1=CC=CC=C1 ((S)-2-Amino-6-{[(benzyloxy)carbonyl]amino}hexanoic acid), [Br-].[K+] (potassium bromide), NC(C(=O)O)CCCCNC(=O)OCC1=CC=CC=C1 (2-amino-6-{[(benzyl-oxy)carbonyl]-amino}hexanoic acid). Run in Br (HBr). Reaction conditions: temperature 0 celsius. Product: C(C1=CC=CC=C1)OC(=O)NCCCC[C@@H](C(=O)O)Br ((S)-6-{[(Benzyloxy)carbonyl]amino}-2-bromohexanoic acid). Reaction SMILES: N[C@@H:2]([CH2:6][CH2:7][CH2:8][CH2:9][NH:10][C:11]([O:13][CH2:14][C:15]1[CH:20]=[CH:19][CH:18]=[CH:17][CH:16]=1)=[O:12])[C:3]([OH:5])=[O:4].[Br-:21].[K+].NC(CCCCNC(OCC1C=CC=CC=1)=O)C(O)=O>Br>[CH2:14]([O:13][C:11]([NH:10][CH2:9][CH2:8][CH2:7][CH2:6][C@H:2]([Br:21])[C:3]([OH:5])=[O:4])=[O:12])[C:15]1[CH:20]=[CH:19][CH:18]=[CH:17][CH:16]=1 |f:1.2|. Procedure details: (S)-2-Amino-6-{[(benzyloxy)carbonyl]amino}hexanoic acid, 20.0 g (0.14 mole), and potassium bromide, 28.9 g (0.24 mole), were dissolved in 80 mL of ˜6N aqueous HBr, previously chilled to 0° C. A stream of nitrogen was bubbled through the solution and the mixture was chilled to −10° C. by means of a cold bath. Sodium nitrite, 5.9 g (0.86 mole) was added in portions over 30 min with stirring, while maintaining the temperature of the reaction from −13° C. to −10° C. After 6 hours stirring at −10° C....